This data is from the Open Reaction Database (ORD), a public repository of structured organic reaction records. The task is: describe an organic reaction: reactants, conditions, products, and yield Reactants: C(CCCCCCCCCCCCC\C=C/CCCCCCCC)(=O)O (z-15-Tetracosenoic acid), C(CCO)O (propane-1,3-diol), [PH2](=O)O (hypophosphorous acid), petroleum ether-ethyl ether acetic acid. Solvent: petroleum ether. Conditions: temperature 160 celsius, time 6 hour. Product: C(CCCCCCCCCCCCC\C=C/CCCCCCCC)(=O)OCCCOC(CCCCCCCCCCCCC\C=C/CCCCCCCC)=O (1,3-di-(z-15-tetracosenoyloxy)propane). As a reaction SMILES: [C:1]([OH:26])(=[O:25])[CH2:2][CH2:3][CH2:4][CH2:5][CH2:6][CH2:7][CH2:8][CH2:9][CH2:10][CH2:11][CH2:12][CH2:13][CH2:14]/[CH:15]=[CH:16]\[CH2:17][CH2:18][CH2:19][CH2:20][CH2:21][CH2:22][CH2:23][CH3:24].[CH2:27](O)[CH2:28][CH2:29][OH:30].[PH2](O)=O>>[C:1]([O:26][CH2:3][CH2:2][CH2:1][O:25][C:29](=[O:30])[CH2:28][CH2:27][CH2:24][CH2:23][CH2:22][CH2:21][CH2:20][CH2:19][CH2:18][CH2:17][CH2:16][CH2:15][CH2:14]/[CH:13]=[CH:12]\[CH2:11][CH2:10][CH2:9][CH2:8][CH2:7][CH2:6][CH2:5][CH3:4])(=[O:25])[CH2:2][CH2:3][CH2:4][CH2:5][CH2:6][CH2:7][CH2:8][CH2:9][CH2:10][CH2:11][CH2:12][CH2:13][CH2:14]/[CH:15]=[CH:16]\[CH2:17][CH2:18][CH2:19][CH2:20][CH2:21][CH2:22][CH2:23][CH3:24]. Procedure details: z-15-Tetracosenoic acid (available from Sigma Chemicals), (0.286 mol, 104.7 g), propane-1,3-diol (0.136, 10.3 g) and hypophosphorous acid (0.4 g) was heated with stirring to 160° C. under nitrogen. After 6 h, TLC (80:18:2 petroleum ether-ethyl ether-acetic acid) indicated that the reaction had gone to completion (Rf: 0.63). The mixture was cooled down to room temperature and petroleum ether (1500 mL) was added. The resulting solution was washed with saturated sodium bicarbonate (3×150 mL) and sa...